This data is from the Open Reaction Database (ORD), a public repository of structured organic reaction records. The task is: describe an organic reaction: reactants, conditions, products, and yield Reactants: Cc1ccc(CN)cc1, COCCOC, CS(=O)c1nc(N)nc(-c2ccco2)c1C#N. Yields the product Cc1ccc(CNc2nc(N)nc(-c3ccco3)c2C#N)cc1. Reaction SMILES: [CH3:18][c:19]1[cH:20][cH:21][c:22]([CH2:23][NH2:24])[cH:25][cH:26]1.[CH3:27][O:28][CH2:29][CH2:30][O:31][CH3:32].[NH2:1][c:2]1[n:3][c:4]([S:15]([CH3:16])=[O:17])[c:5]([C:13]#[N:14])[c:6](-[c:8]2[o:9][cH:10][cH:11][cH:12]2)[n:7]1>>[NH2:1][c:2]1[n:3][c:4]([NH:24][CH2:23][c:22]2[cH:21][cH:20][c:19]([CH3:18])[cH:26][cH:25]2)[c:5]([C:13]#[N:14])[c:6](-[c:8]2[o:9][cH:10][cH:11][cH:12]2)[n:7]1.